Dataset: the Open Reaction Database (ORD), a public repository of structured organic reaction records. Task: describe an organic reaction: reactants, conditions, products, and yield Starting materials: [N+](=O)([O-])C=1C=C(C(=O)Cl)C=CC1 (3-nitrobenzoylchloride), C1N(CCC2=CC=CC=C12)CC(C)(C)N (2-(3,4-Dihydro-1H-isoquinolin-2-yl)-1,1-dimethylethylamine). The reagents and catalysts are CN(C)C=1C=CN=CC1 (DMAP). The solvent is C(Cl)Cl (CH2Cl2), CCOC(=O)C (EtOAc). Run at time 8 hour. Yields the product C1N(CCC2=CC=CC=C12)CC(C)(C)NC(C1=CC(=CC=C1)[N+](=O)[O-])=O (N-[2-(3,4-Dihydro-1H-isoquinolin-2-yl)-1,1-dimethylethyl]-3-nitrobenzamide). The yield is 117.0%. Reaction SMILES: [N+:1]([C:4]1[CH:5]=[C:6]([CH:10]=[CH:11][CH:12]=1)[C:7](Cl)=[O:8])([O-:3])=[O:2].[CH2:13]1[C:22]2[C:17](=[CH:18][CH:19]=[CH:20][CH:21]=2)[CH2:16][CH2:15][N:14]1[CH2:23][C:24]([NH2:27])([CH3:26])[CH3:25]>C(Cl)Cl.CN(C1C=CN=CC=1)C.CCOC(C)=O>[CH2:13]1[C:22]2[C:17](=[CH:18][CH:19]=[CH:20][CH:21]=2)[CH2:16][CH2:15][N:14]1[CH2:23][C:24]([NH:27][C:7](=[O:8])[C:6]1[CH:10]=[CH:11][CH:12]=[C:4]([N+:1]([O-:3])=[O:2])[CH:5]=1)([CH3:25])[CH3:26]. Reported procedure: To a solution of 3-nitrobenzoylchloride (0.14 g, 0.75 mmol) and 43 (0.15 g, 0.76 mmol) in anhydrous CH2Cl2 (7 mL) was added DMAP (10 mg). The reaction was stirred at room temperature overnight before it was diluted with EtOAc (100 mL). Upon sequential washings with 1 N NaOH (2×100 mL), water (200 mL), the organic mixture was dried (Na2SO4) and concentrated under reduced pressure to give 44 (0.31 g,˜100%) as a thick dark oil. Starting materials: C(=O)(OCC1=CC=CC=C1)NCC(=O)N[C@@H](CC1=CC=CC=C1)C(=O)N[C@@H](CC(C)C)C(=O)N[C@@H](CCCNC(N)=N)C(=O)O (carbobenzoxy-glycyl-phenylalanyl-leucyl-arginine), p-nitrophenyl ester, C(=O)(OCC1=CC=CC=C1)N[C@@H](C)C(=O)O (carbobenzoxy-alanine). Yields the product C(=O)(OCC1=CC=CC=C1)N[C@@H](C)C(=O)NCC(=O)N[C@@H](CC1=CC=CC=C1)C(=O)N[C@@H](CC(C)C)C(=O)N[C@@H](CCCNC(N)=N)C(=O)O (carbobenzoxy-alanyl-glycyl-phenylalanyl-leucyl-arginine). Isolated yield 79.0%. RXN SMILES: C([NH:11][CH2:12][C:13]([NH:15][C@H:16]([C:24]([NH:26][C@H:27]([C:32]([NH:34][C@H:35]([C:43]([OH:45])=[O:44])[CH2:36][CH2:37][CH2:38][NH:39][C:40](=[NH:42])[NH2:41])=[O:33])[CH2:28][CH:29]([CH3:31])[CH3:30])=[O:25])[CH2:17][C:18]1[CH:23]=[CH:22][CH:21]=[CH:20][CH:19]=1)=[O:14])(OCC1C=CC=CC=1)=O.[C:46]([NH:56][C@H:57]([C:59]([OH:61])=O)[CH3:58])([O:48][CH2:49][C:50]1[CH:55]=[CH:54][CH:53]=[CH:52][CH:51]=1)=[O:47]>>[C:46]([NH:56][C@H:57]([C:59]([NH:11][CH2:12][C:13]([NH:15][C@H:16]([C:24]([NH:26][C@H:27]([C:32]([NH:34][C@H:35]([C:43]([OH:45])=[O:44])[CH2:36][CH2:37][CH2:38][NH:39][C:40](=[NH:41])[NH2:42])=[O:33])[CH2:28][CH:29]([CH3:31])[CH3:30])=[O:25])[CH2:17][C:18]1[CH:19]=[CH:20][CH:21]=[CH:22][CH:23]=1)=[O:14])=[O:61])[CH3:58])([O:48][CH2:49][C:50]1[CH:51]=[CH:52][CH:53]=[CH:54][CH:55]=1)=[O:47]. Procedure: From 0.63 g (1.01 mM) of carbobenzoxy-glycyl-phenylalanyl-leucyl-arginine and 0.38 g (1.11 mM) of p-nitrophenyl ester of carbobenzoxy-alanine, in a manner similar to that described hereinbefore, 0.56 g (79%) of carbobenzoxy-alanyl-glycyl-phenylalanyl-leucyl-arginine with m.p. of 147°-149° C. is obtained. [α]D25 =-4.0 (c 0.5, dimethylformamide). Rf1 =0.33 (C), Rf2 =0.35 (D), Rf3 =0.67 (chloroform:methanol: 32% acetic acid 60:45:20) (E). The reactants are O=C=NCc1ccccc1OCc1ccccc1, ClCCl, NCCO. The product is O=C(NCCO)NCc1ccccc1OCc1ccccc1. Reaction SMILES: [CH2:1]([c:2]1[cH:3][cH:4][cH:5][cH:6][cH:7]1)[O:8][c:9]1[c:10]([CH2:11][N:12]=[C:13]=[O:14])[cH:15][cH:16][cH:17][cH:18]1.[CH2:23]([Cl:24])[Cl:25].[NH2:19][CH2:20][CH2:21][OH:22]>>[CH2:1]([c:2]1[cH:3][cH:4][cH:5][cH:6][cH:7]1)[O:8][c:9]1[c:10]([CH2:11][NH:12][C:13](=[O:14])[NH:19][CH2:20][CH2:21][OH:22])[cH:15][cH:16][cH:17][cH:18]1. Reactants: CC(C)(C)[Si](C)(C)Oc1cccc2ccc(C=O)nc12, CCO, COCCOc1ccnc(NN)c1. Yields the product COCCOc1ccnc(NN=Cc2ccc3cccc(O[Si](C)(C)C(C)(C)C)c3n2)c1. RXN SMILES: [C:14]([CH3:15])([CH3:16])([CH3:17])[Si:18]([O:19][c:20]1[cH:21][cH:22][cH:23][c:24]2[cH:25][cH:26][c:27]([CH:30]=[O:31])[n:28][c:29]12)([CH3:32])[CH3:33].[CH3:34][CH2:35][OH:36].[NH:1]([NH2:2])[c:3]1[n:4][cH:5][cH:6][c:7]([O:9][CH2:10][CH2:11][O:12][CH3:13])[cH:8]1>>[NH:1]([N:2]=[CH:30][c:27]1[cH:26][cH:25][c:24]2[cH:23][cH:22][cH:21][c:20]([O:19][Si:18]([C:14]([CH3:15])([CH3:16])[CH3:17])([CH3:32])[CH3:33])[c:29]2[n:28]1)[c:3]1[n:4][cH:5][cH:6][c:7]([O:9][CH2:10][CH2:11][O:12][CH3:13])[cH:8]1. The reactants are CCOCN1C(C)=C(C(=O)OCOC(=O)C(C)(C)C)C(c2cccc([N+](=O)[O-])c2)C(C(=O)OCOC(=O)C(C)(C)C)=C1C, CC(C)OC(C)C, O. Yields the product CCOCN1C(C)=C(C(=O)O)C(c2cccc([N+](=O)[O-])c2)C(C(=O)OCOC(=O)C(C)(C)C)=C1C. Reaction SMILES: [CH3:1][C:2]1=[C:7]([C:8](=[O:9])[O:10][CH2:11][O:12][C:13]([C:14]([CH3:15])([CH3:16])[CH3:17])=[O:18])[CH:6]([c:19]2[cH:20][c:21]([N+:25](=[O:26])[O-:27])[cH:22][cH:23][cH:24]2)[C:5]([C:28](=[O:29])[O:30][CH2:31][O:32][C:33](=[O:34])[C:35]([CH3:36])([CH3:37])[CH3:38])=[C:4]([CH3:39])[N:3]1[CH2:40][O:41][CH2:42][CH3:43].[CH:44]([O:45][CH:46]([CH3:47])[CH3:48])([CH3:49])[CH3:50].[OH2:51]>>[CH3:1][C:2]1=[C:7]([C:8](=[O:9])[O:10][CH2:11][O:12][C:13]([C:14]([CH3:15])([CH3:16])[CH3:17])=[O:18])[CH:6]([c:19]2[cH:20][c:21]([N+:25](=[O:26])[O-:27])[cH:22][cH:23][cH:24]2)[C:5]([C:28](=[O:29])[OH:30])=[C:4]([CH3:39])[N:3]1[CH2:40][O:41][CH2:42][CH3:43]. Reactants: CCOC(=O)CCc1cn(Cc2ccc(OCc3nc(-c4ccco4)oc3C)cc2)nc1OCC, CCO, Cl, [Na+], C1CCOC1, [OH-]. Product: CCOc1nn(Cc2ccc(OCc3nc(-c4ccco4)oc3C)cc2)cc1CCC(=O)O. RXN SMILES: [CH2:1]([CH3:2])[O:3][c:4]1[n:5][n:6]([CH2:16][c:17]2[cH:18][cH:19][c:20]([O:23][CH2:24][c:25]3[n:26][c:27](-[c:31]4[o:32][cH:33][cH:34][cH:35]4)[o:28][c:29]3[CH3:30])[cH:21][cH:22]2)[cH:7][c:8]1[CH2:9][CH2:10][C:11](=[O:12])[O:13][CH2:14][CH3:15].[CH3:43][CH2:44][OH:45].[ClH:46].[Na+:37].[O:38]1[CH2:39][CH2:40][CH2:41][CH2:42]1.[OH-:36]>>[CH2:1]([CH3:2])[O:3][c:4]1[n:5][n:6]([CH2:16][c:17]2[cH:18][cH:19][c:20]([O:23][CH2:24][c:25]3[n:26][c:27](-[c:31]4[o:32][cH:33][cH:34][cH:35]4)[o:28][c:29]3[CH3:30])[cH:21][cH:22]2)[cH:7][c:8]1[CH2:9][CH2:10][C:11](=[O:12])[OH:13]. The reactants are CCN(C(C)C)C(C)C (DIPEA), C1(=CC=CC=C1)NC1=CC=C(C(=O)O)C=C1 (4-phenylamino-benzoic acid), NCC(=O)N1CCN(CC1)C(C1=C(C=CC=C1)C(F)(F)F)=O (2-amino-1-[4-(2-trifluoromethyl-benzoyl)-piperazin-1-yl]-ethanone), C(=O)(C(F)(F)F)O (TFA), CCN=C=NCCCN(C)C (EDCI), C=1C=CC2=C(C1)N=NN2O (HOBT). The solvent is CN(C)C=O (DMF), O (Water), CCCCCC (Hexane). Reaction conditions: time 8 hour. Product: O=C(CNC(C1=CC=C(C=C1)NC1=CC=CC=C1)=O)N1CCN(CC1)C(C1=C(C=CC=C1)C(F)(F)F)=O (N-{2-Oxo-2-[4-(2-trifluoromethyl-benzoyl)-piperazin-1-yl]-ethyl}-4-phenylamino-benzamide). The yield is 47.0%. RXN SMILES: CCN(C(C)C)C(C)C.[C:10]1([NH:16][C:17]2[CH:25]=[CH:24][C:20]([C:21]([OH:23])=O)=[CH:19][CH:18]=2)[CH:15]=[CH:14][CH:13]=[CH:12][CH:11]=1.CCN=C=NCCCN(C)C.C1C=CC2N(O)N=NC=2C=1.[NH2:47][CH2:48][C:49]([N:51]1[CH2:56][CH2:55][N:54]([C:57](=[O:68])[C:58]2[CH:63]=[CH:62][CH:61]=[CH:60][C:59]=2[C:64]([F:67])([F:66])[F:65])[CH2:53][CH2:52]1)=[O:50].C(O)(C(F)(F)F)=O>CN(C=O)C.CCCCCC.O>[O:50]=[C:49]([N:51]1[CH2:52][CH2:53][N:54]([C:57](=[O:68])[C:58]2[CH:63]=[CH:62][CH:61]=[CH:60][C:59]=2[C:64]([F:67])([F:66])[F:65])[CH2:55][CH2:56]1)[CH2:48][NH:47][C:21](=[O:23])[C:20]1[CH:19]=[CH:18][C:17]([NH:16][C:10]2[CH:11]=[CH:12][CH:13]=[CH:14][CH:15]=2)=[CH:25][CH:24]=1. Procedure: DIPEA (0.096 mL, 0.56 mmol) was added drop wise to 4-phenylamino-benzoic acid (47 mg, 0.22 mmol) in DMF (4 mL). EDCI (53 mg, 0.28 mmol) and HOBT (30 mg, 0.22 mmol) were added consecutively and, after 10 mins, 2-amino-1-[4-(2-trifluoromethyl-benzoyl)-piperazin-1-yl]-ethanone in its TFA salt form (80 mg, 0.19 mmol) was added. The resulting mixture was stirred at room temperature overnight. Water was then added the resulting solid filtered to afford 68 mg of crude product. Purification by column ch... Reactants: FC1=C2CCN(N3C2=C(C=C1F)C(C(=C3)C(=O)OCC)=O)CO (Ethyl 4,5-Difluoro-1-hydroxymethyl-2,3-dihydro-7-oxo -1H,7H-pyrido[3,2,1-ij]cinnoline-8-carboxylate), C(C)N(CC)S(F)(F)F (diethylaminosulfurtrifluoride), CO (methanol). Solvent: O1CCCC1 (tetrahydrofuran). Conditions: time 4 hour. Product: FC1=C2CCN(N3C2=C(C=C1F)C(C(=C3)C(=O)OCC)=O)COC (Ethyl 4,5-Difluoro-1-methoxymethyl-2,3-dihydro-7-oxo -1H,7H-pyrido[3,2,1-ij]cinnoline-8-carboxylate). As a reaction SMILES: [F:1][C:2]1[C:11]([F:12])=[CH:10][C:9]2[C:13](=[O:21])[C:14]([C:16]([O:18][CH2:19][CH3:20])=[O:17])=[CH:15][N:7]3[C:8]=2[C:3]=1[CH2:4][CH2:5][N:6]3[CH2:22][OH:23].[CH2:24](N(S(F)(F)F)CC)C.CO>O1CCCC1>[F:1][C:2]1[C:11]([F:12])=[CH:10][C:9]2[C:13](=[O:21])[C:14]([C:16]([O:18][CH2:19][CH3:20])=[O:17])=[CH:15][N:7]3[C:8]=2[C:3]=1[CH2:4][CH2:5][N:6]3[CH2:22][O:23][CH3:24]. Procedure: 65 mg of the compound (177) obtained in Example 54 was suspended in 5 ml of tetrahydrofuran, and 270 μl of diethylaminosulfurtrifluoride was added to the solution. The solution was stirred for 4 hours, and 1 ml of methanol was added to the solution. The deposited solid matter was filtered off and washed with ether to obtain 34 mg of the subject compound (180). The reactants are O=Cc1cc(Br)cs1, CC(=O)O, CNC. Yields the product CN(C)Cc1cc(Br)cs1. As a reaction SMILES: [Br:1][c:2]1[cH:3][c:4]([CH:7]=[O:8])[s:5][cH:6]1.[C:12]([OH:13])(=[O:14])[CH3:15].[CH3:9][NH:10][CH3:11]>>[Br:1][c:2]1[cH:3][c:4]([CH2:7][N:10]([CH3:9])[CH3:11])[s:5][cH:6]1. The reactants are CCCCCN1CCC=C(c2csc(N)n2)C1, CC(=O)[O-], CC(=O)OC(C)=O, [Na+]. Yields the product CCCCCN1CCC=C(c2csc(NC(C)=O)n2)C1. As a reaction SMILES: [CH2:1]([CH2:2][CH2:3][CH2:4][CH3:5])[N:6]1[CH2:7][C:8]([c:12]2[n:13][c:14]([NH2:17])[s:15][cH:16]2)=[CH:9][CH2:10][CH2:11]1.[CH3:19][C:20]([O-:21])=[O:22].[CH3:23][C:24]([O:25][C:26](=[O:27])[CH3:28])=[O:29].[Na+:18]>>[CH2:1]([CH2:2][CH2:3][CH2:4][CH3:5])[N:6]1[CH2:7][C:8]([c:12]2[n:13][c:14]([NH:17][C:20]([CH3:19])=[O:21])[s:15][cH:16]2)=[CH:9][CH2:10][CH2:11]1.